From a dataset of the Open Reaction Database (ORD), a public repository of structured organic reaction records. describe an organic reaction: reactants, conditions, products, and yield Starting materials: FC1=C(C=CC(=C1)C(C(=O)OC)C)C1=C(C=CC=C1)[N+](=O)[O-] (methyl 2-(2-fluoro-2'-nitro-4-biphenylyl)propionate), [OH-].[Na+] (sodium hydroxide). Run in CO (methanol). Product: FC1=C(C=CC(=C1)C(C(=O)O)C)C1=C(C=CC=C1)[N+](=O)[O-] (2-(2-Fluoro-2'-nitro-4-biphenylyl)propionic acid). Reaction SMILES: [F:1][C:2]1[CH:7]=[C:6]([CH:8]([CH3:13])[C:9]([O:11]C)=[O:10])[CH:5]=[CH:4][C:3]=1[C:14]1[CH:19]=[CH:18][CH:17]=[CH:16][C:15]=1[N+:20]([O-:22])=[O:21].[OH-].[Na+]>CO>[F:1][C:2]1[CH:7]=[C:6]([CH:8]([CH3:13])[C:9]([OH:11])=[O:10])[CH:5]=[CH:4][C:3]=1[C:14]1[CH:19]=[CH:18][CH:17]=[CH:16][C:15]=1[N+:20]([O-:22])=[O:21] |f:1.2|. Procedure details: 8.5 g. of methyl 2-(2-fluoro-2'-nitro-4-biphenylyl)propionate dissolved in 180 ml. of methanol is treated with 36 ml. of 10% aqueous sodium hydroxide solution at reflux temperature for 1 hour. The mixture is concentrated to remove most of the methanol, chilled and acidified with a mixture of 50 ml. of concentrated HCl and 50 g. of ice. The mixture is extracted four times with methylene chloride, the extract washed with water and dried (Na2SO4). Following removal of solvent, the residue crystalli... The reactants are CN(C)C=O, CI, CSc1ncc(C(=O)NCc2cc(Cl)cc(Cl)c2)c(Oc2ccccc2C)n1, ClCCl, O. The product is CSc1ncc(C(=O)N(C)Cc2cc(Cl)cc(Cl)c2)c(Oc2ccccc2C)n1. RXN SMILES: [CH3:29][N:30]([CH3:31])[CH:32]=[O:33].[CH3:34][I:35].[Cl:1][c:2]1[cH:3][c:4]([CH2:5][NH:6][C:7](=[O:8])[c:9]2[c:10]([O:17][c:18]3[c:19]([CH3:24])[cH:20][cH:21][cH:22][cH:23]3)[n:11][c:12]([S:15][CH3:16])[n:13][cH:14]2)[cH:25][c:26]([Cl:28])[cH:27]1.[Cl:37][CH2:38][Cl:39].[OH2:36]>>[Cl:1][c:2]1[cH:3][c:4]([CH2:5][N:6]([C:7](=[O:8])[c:9]2[c:10]([O:17][c:18]3[c:19]([CH3:24])[cH:20][cH:21][cH:22][cH:23]3)[n:11][c:12]([S:15][CH3:16])[n:13][cH:14]2)[CH3:29])[cH:25][c:26]([Cl:28])[cH:27]1. Reactants: CO, Cl, CC(C)(C)OC(=O)N1CC=C(c2ccc(C(=O)NCc3cccnc3)c(NCCc3cccc(F)c3)n2)CC1. Yields the product O=C(NCc1cccnc1)c1ccc(C2=CCNCC2)nc1NCCc1cccc(F)c1. As a reaction SMILES: [CH3:41][OH:42].[ClH:40].[F:1][c:2]1[cH:3][c:4]([CH2:5][CH2:6][NH:7][c:8]2[c:9]([C:27]([NH:28][CH2:29][c:30]3[cH:31][n:32][cH:33][cH:34][cH:35]3)=[O:36])[cH:10][cH:11][c:12]([C:14]3=[CH:15][CH2:16][N:17]([C:20]([O:21][C:22]([CH3:23])([CH3:24])[CH3:25])=[O:26])[CH2:18][CH2:19]3)[n:13]2)[cH:37][cH:38][cH:39]1>>[F:1][c:2]1[cH:3][c:4]([CH2:5][CH2:6][NH:7][c:8]2[c:9]([C:27]([NH:28][CH2:29][c:30]3[cH:31][n:32][cH:33][cH:34][cH:35]3)=[O:36])[cH:10][cH:11][c:12]([C:14]3=[CH:15][CH2:16][NH:17][CH2:18][CH2:19]3)[n:13]2)[cH:37][cH:38][cH:39]1. The reactants are C(C)(C)(C)OC(NC1(CCC1)C1=CC=C(C=C1)C=1C(=CC2=C(OCC(N2CC(C)=O)=O)N1)C1=CC=CC=C1)=O (tert-butyl(1-(4-(2-oxo-1-(2-oxopropyl)-7-phenyl-2,3-dihydro-1H-pyrido[2,3-b][1,4]oxazin-6-yl)phenyl)cyclobutyl)carbamate), [H-].[Na+] (sodium hydride), [NH4+].[Cl-] (NH4Cl), ClCC(C)=O (chloroacetone). Run in CN(C)C=O (DMF). Reaction conditions: temperature 0 celsius, time 1 hour. Product: NC1(CCC1)C1=CC=C(C=C1)C=1C(=CC2=C(OCC(N2CC(C)=O)=O)N1)C1=CC=CC=C1 (6-(4-(1-aminocyclobutyl)phenyl)-1-(2-oxopropyl)-7-phenyl-1H-pyrido[2,3-b][1,4]oxazin-2(3H)-one). Yield: 73.8%. RXN SMILES: C(OC(=O)[NH:7][C:8]1([C:12]2[CH:17]=[CH:16][C:15]([C:18]3[C:19]([C:33]4[CH:38]=[CH:37][CH:36]=[CH:35][CH:34]=4)=[CH:20][C:21]4[N:26]([CH2:27][C:28](=[O:30])[CH3:29])[C:25](=[O:31])[CH2:24][O:23][C:22]=4[N:32]=3)=[CH:14][CH:13]=2)[CH2:11][CH2:10][CH2:9]1)(C)(C)C.[H-].[Na+].ClCC(=O)C.[NH4+].[Cl-]>CN(C=O)C>[NH2:7][C:8]1([C:12]2[CH:13]=[CH:14][C:15]([C:18]3[C:19]([C:33]4[CH:34]=[CH:35][CH:36]=[CH:37][CH:38]=4)=[CH:20][C:21]4[N:26]([CH2:27][C:28](=[O:30])[CH3:29])[C:25](=[O:31])[CH2:24][O:23][C:22]=4[N:32]=3)=[CH:16][CH:17]=2)[CH2:11][CH2:10][CH2:9]1 |f:1.2,4.5|. Reported procedure: To a solution of tert-butyl(1-(4-(2-oxo-1-(2-oxopropyl)-7-phenyl-2,3-dihydro-1H-pyrido[2,3-b][1,4]oxazin-6-yl)phenyl)cyclobutyl)carbamate (60 mg, 0.13 mmol) in dry DMF (2.5 mL) was added sodium hydride (5 mg, 0.14 mmol) at 0° C. under nitrogen. After 1 h at 0° C., chloroacetone (11 □L, 0.14 mmol) was added and the resulting mixture was stirred for two hours at 0° C. A saturated solution of NH4Cl was added while stirring, keeping the temperature below 10° C. The resulting mixture was extracted wi... Reported procedure: A suspension of 40 g of 2-(4-methoxyphenylamino)benzoic acid in 200 ml of ethyl chloroformate was heated at reflux for 24 hours. The reaction mixture was cooled in an ice-bath and the solid which separated was collected by filtration to give 31 g of N-(4-methoxyphenyl)isatoic anhydride after 6 hours of drying in a vacuum oven. An additional 9 g of product was obtained by concentration of the filtrate in vacuo. Product: COC1=CC=C(C=C1)N1C=2C(C(=O)OC1=O)=CC=CC2 (N-(4-methoxyphenyl)isatoic anhydride). RXN SMILES: [CH3:1][O:2][C:3]1[CH:8]=[CH:7][C:6]([NH:9][C:10]2[CH:18]=[CH:17][CH:16]=[CH:15][C:11]=2[C:12]([OH:14])=[O:13])=[CH:5][CH:4]=1.Cl[C:20](OCC)=[O:21]>>[CH3:1][O:2][C:3]1[CH:4]=[CH:5][C:6]([N:9]2[C:20](=[O:21])[O:14][C:12](=[O:13])[C:11]3=[CH:15][CH:16]=[CH:17][CH:18]=[C:10]23)=[CH:7][CH:8]=1. The reactants are COC1=CC=C(C=C1)NC1=C(C(=O)O)C=CC=C1 (2-(4-methoxyphenylamino)benzoic acid), ClC(=O)OCC (ethyl chloroformate).